This data is from the Open Reaction Database (ORD), a public repository of structured organic reaction records. The task is: describe an organic reaction: reactants, conditions, products, and yield Reactants: C(CC(=O)OCC)(=O)OCC (Diethyl malonate), BrC1=C(C=C(C=C1)Br)[N+](=O)[O-] (2,5-Dibromonitrobenzene), [H-].[Na+] (sodium hydride), suspension, Cl (hydrochloric acid). The solvent is CN(C)C=O (DMF). Run at temperature 60 celsius, time 18 hour. Yields the product C(C)OC(C(C(=O)OCC)C1=C(C=C(C=C1)Br)[N+](=O)[O-])=O (diethyl(4-bromo-2-nitrophenyl)malonate). Yield: 95.7%. As a reaction SMILES: Br[C:2]1[CH:7]=[CH:6][C:5]([Br:8])=[CH:4][C:3]=1[N+:9]([O-:11])=[O:10].[H-].[Na+].[C:14]([O:22][CH2:23][CH3:24])(=[O:21])[CH2:15][C:16]([O:18][CH2:19][CH3:20])=[O:17].Cl>CN(C=O)C>[CH2:19]([O:18][C:16](=[O:17])[CH:15]([C:2]1[CH:7]=[CH:6][C:5]([Br:8])=[CH:4][C:3]=1[N+:9]([O-:11])=[O:10])[C:14]([O:22][CH2:23][CH3:24])=[O:21])[CH3:20] |f:1.2|. Procedure details: 2,5-Dibromonitrobenzene (41.5 g, 148 mmol) was dissolved in anhydrous DMF (500 ml) and sodium hydride (17.7 g of a 60% suspension in mineral oil, 443 mmol) was added under argon. Diethyl malonate (49.6 g, 295 mmol) was added dropwise over 10 minutes giving a strong exotherm (mixture rose to 60° C.). The reaction mixture was maintained at 60° C. for 6 hours then left to cool to ambient temperature and stirred for 18 hours. The resulting dark red solution was poured slowly into 2M hydrochloric aci... Run in C1CCOC1 (THF), CCOC(=O)C (EtOAc). Reported procedure: A solution of ethyl 5-bromo-8-carbamoyl-6-fluoro-9H-carbazole-2-carboxylate (0.500 g, 1.32 mmol) in THF (9.0 mL) at −78° C. was treated dropwise over 10 min with 1.6 M methyllithium in ether (2.47 mL, 3.96 mmol). The mixture was stirred at −78° C. for 30 min, then was treated with additional methyllithium solution (1.65 mL, 2.64 mmol) and the mixture was stirred at −78° C. for 45 min more. The mixture was treated with saturated aqueous NH4Cl and allowed to warm to room temperature. The mixture w... The reactants are BrC1=C2C=3C=CC(=CC3NC2=C(C=C1F)C(N)=O)C(=O)OCC (ethyl 5-bromo-8-carbamoyl-6-fluoro-9H-carbazole-2-carboxylate), C[Li] (methyllithium), CCOCC (ether), C[Li] (methyllithium), [NH4+].[Cl-] (NH4Cl). Product: BrC1=C(C=C(C=2NC3=CC(=CC=C3C12)C(C)(C)O)C(=O)N)F (4-bromo-3-fluoro-7-(2-hydroxypropan-2-yl)-9H-carbazole-1-carboxamide). Reaction conditions: temperature -78 celsius, time 30 minute. RXN SMILES: [Br:1][C:2]1[C:14]([F:15])=[CH:13][C:12]([C:16](=[O:18])[NH2:17])=[C:11]2[C:3]=1[C:4]1[CH:5]=[CH:6][C:7](C(OCC)=O)=[CH:8][C:9]=1[NH:10]2.[CH3:24][Li].CC[O:28][CH2:29][CH3:30].[NH4+].[Cl-]>C1COCC1.CCOC(C)=O>[Br:1][C:2]1[C:3]2[C:4]3[C:9](=[CH:8][C:7]([C:29]([OH:28])([CH3:30])[CH3:24])=[CH:6][CH:5]=3)[NH:10][C:11]=2[C:12]([C:16]([NH2:17])=[O:18])=[CH:13][C:14]=1[F:15] |f:3.4|. Yield: 50.0%. Starting materials: [Al+3], CCOC(=O)C(C)(Sc1cc2ccccc2n1C)c1ccccc1, Cl, [H-], [H-], [H-], [H-], [Li+], C1CCOC1, O. Product: Cn1c(SC(C)(CO)c2ccccc2)cc2ccccc21. Reaction SMILES: [Al+3:26].[CH3:1][n:2]1[c:3]([S:11][C:12]([C:13](=[O:14])[O:15][CH2:16][CH3:17])([CH3:18])[c:19]2[cH:20][cH:21][cH:22][cH:23][cH:24]2)[cH:4][c:5]2[cH:6][cH:7][cH:8][cH:9][c:10]12.[ClH:32].[H-:25].[H-:28].[H-:29].[H-:30].[Li+:27].[O:33]1[CH2:34][CH2:35][CH2:36][CH2:37]1.[OH2:31]>>[CH3:1][n:2]1[c:3]([S:11][C:12]([CH2:13][OH:14])([CH3:18])[c:19]2[cH:20][cH:21][cH:22][cH:23][cH:24]2)[cH:4][c:5]2[cH:6][cH:7][cH:8][cH:9][c:10]12.